This data is from the Open Reaction Database (ORD), a public repository of structured organic reaction records. The task is: describe an organic reaction: reactants, conditions, products, and yield The reactants are CC=1C=C(N)C=C(C1S(=O)(=O)C[N+](=O)[O-])C (3,5-dimethyl-4-[(nitromethyl)sulphonyl]aniline), N1=CC=CC=C1 (pyridine), O1CCCC1 (tetrahydrofuran), COC=1C=C(C=CC1)S(=O)(=O)Cl (3-methoxybenzenesulphonyl chloride), Cl (HCl). Run in O (water). Conditions: temperature -20 celsius, time 6 hour. Product: CC=1C=C(C=C(C1S(=O)(=O)C[N+](=O)[O-])C)NS(=O)(=O)CC1CCCCC1 (N-[3,5-Dimethyl-4-[(nitromethyl)sulphonyl]phenyl]cyclohexylmethanesulphonamide). RXN SMILES: COC1C=C([S:9](Cl)(=[O:11])=[O:10])C=CC=1.[CH3:13][C:14]1[CH:15]=[C:16]([CH:18]=[C:19]([CH3:28])[C:20]=1[S:21]([CH2:24][N+:25]([O-:27])=[O:26])(=[O:23])=[O:22])[NH2:17].N1[CH:34]=[CH:33][CH:32]=[CH:31][CH:30]=1.Cl.O1CC[CH2:38][CH2:37]1>O>[CH3:28][C:19]1[CH:18]=[C:16]([NH:17][S:9]([CH2:30][CH:31]2[CH2:38][CH2:37][CH2:34][CH2:33][CH2:32]2)(=[O:11])=[O:10])[CH:15]=[C:14]([CH3:13])[C:20]=1[S:21]([CH2:24][N+:25]([O-:27])=[O:26])(=[O:22])=[O:23]. Procedure details: 3.2 g (16.1 mmol) of cyclohexylmethanesulphonyl chloride (prepared according to J. F. King et al., J. Am. Chem. Soc., 1992, 114 (5), 1743) are added dropwise to a mixture, cooled to −20° C. and under a nitrogen atmosphere, of 2 g (8.18 mmol) of 3,5-dimethyl-4-[(nitromethyl)sulphonyl]aniline, 50 ml of anhydrous tetrahydrofuran and 1.3 ml (16.1 mmol) of pyridine, and the resulting mixture is stirred for 6 hours at −20° C. The mixture is left overnight at −20° C., it is then allowed to warm to room... The reactants are ClC1=NC=NC(=C1)Cl (4,6-dichloropyrimidine), FC1=C(C=CC=C1)B(O)O (2-fluorophenyl boronic acid), C(=O)([O-])[O-].[Na+].[Na+] (Na2CO3), C(C)(=O)OCC.CCCCCC (ethyl acetate hexane). Reagents/catalysts: Cl[Pd]([P](C1=CC=CC=C1)(C2=CC=CC=C2)C3=CC=CC=C3)([P](C4=CC=CC=C4)(C5=CC=CC=C5)C6=CC=CC=C6)Cl (Pd(PPh3)2Cl2). Run in C(OC)COC.O (dimethoxyethane water). The product is ClC1=NC=NC(=C1)C1=C(C=CC=C1)F (4-chloro-6-(2-fluoro-phenyl)-pyrimidine). Reaction SMILES: [Cl:1][C:2]1[CH:7]=[C:6](Cl)[N:5]=[CH:4][N:3]=1.[F:9][C:10]1[CH:15]=[CH:14][CH:13]=[CH:12][C:11]=1B(O)O.C([O-])([O-])=O.[Na+].[Na+].C(OCC)(=O)C.CCCCCC>C(COC)OC.O.Cl[Pd](Cl)([P](C1C=CC=CC=1)(C1C=CC=CC=1)C1C=CC=CC=1)[P](C1C=CC=CC=1)(C1C=CC=CC=1)C1C=CC=CC=1>[Cl:1][C:2]1[CH:7]=[C:6]([C:11]2[CH:12]=[CH:13][CH:14]=[CH:15][C:10]=2[F:9])[N:5]=[CH:4][N:3]=1 |f:2.3.4,5.6,7.8,^1:46,65|. Reported procedure: 4,6-dichloropyrimidine (5.1 g, 34.1 mmol), 2-fluorophenyl boronic acid (5.0 g, 35.7 mmol, 1.05 equiv), Na2CO3 (6.9 g, 65.0 mmol, 1.8 equiv) and Pd(PPh3)2Cl2 (0.3 g, 0.4 mmol, 0.01 equiv) were refluxed in dimethoxyethane-water (204:69 mL) mixed solvent system for 4 h. Reaction was monitored by tlc (using ethyl acetate-hexane, 1:9). Reaction mixture was cooled and the subject compound was extracted using dichloromethane. Subject compound was purified by flash chromatography (2.5% ethyl acetate in ...